From a dataset of the Open Reaction Database (ORD), a public repository of structured organic reaction records. describe an organic reaction: reactants, conditions, products, and yield The reactants are C(C)OC(OCC)=O (Diethylcarbonate), iodine quartz, BrBr (bromine). The product is C(OC(C)Br)(OCC)=O (1-bromoethyl ethyl carbonate). The yield is 68.5%. As a reaction SMILES: [CH2:1]([O:3][C:4](=[O:8])[O:5][CH2:6][CH3:7])[CH3:2].[Br:9]Br>>[C:4](=[O:8])([O:5][CH2:6][CH3:7])[O:3][CH:1]([Br:9])[CH3:2]. Procedure details: 585 g Diethylcarbonate (4.92 mole) was heated by an external 1500 w iodine quartz lamp. The mixture was allowed to reflux (temperature 125°) by the heat evolved from the lamp. 318.2 g (2.0 mole) of bromine is added slowly during 3 hours through a dip-pipe at such a rate that the solution colour was yellow to light orange. The temperature dropped to ca. 120° at the beginning of the addition, but rose again slowly. When all the bromine was consumed the temperature was 137°. The reaction mixture wa... Reactants: CC#N, [O-][Cl+3]([O-])([O-])[O-], Clc1ccc(C2=CCNCC2)nc1, CC1OC1(Cn1cncn1)c1ccc(F)cc1F, [Li+], O, O, O. The product is CC(N1CC=C(c2ccc(Cl)cn2)CC1)C(O)(Cn1cncn1)c1ccc(F)cc1F. Reaction SMILES: [CH3:41][C:42]#[N:43].[Cl+3:35]([O-:36])([O-:37])([O-:38])[O-:39].[Cl:19][c:20]1[cH:21][cH:22][c:23]([C:26]2=[CH:31][CH2:30][NH:29][CH2:28][CH2:27]2)[n:24][cH:25]1.[F:1][c:2]1[c:3]([C:9]2([CH2:13][n:14]3[n:15][cH:16][n:17][cH:18]3)[O:10][CH:11]2[CH3:12])[cH:4][cH:5][c:6]([F:8])[cH:7]1.[Li+:40].[OH2:32].[OH2:33].[OH2:34]>>[F:1][c:2]1[c:3]([C:9]([OH:10])([CH:11]([CH3:12])[N:29]2[CH2:28][CH2:27][C:26]([c:23]3[cH:22][cH:21][c:20]([Cl:19])[cH:25][n:24]3)=[CH:31][CH2:30]2)[CH2:13][n:14]2[n:15][cH:16][n:17][cH:18]2)[cH:4][cH:5][c:6]([F:8])[cH:7]1. Starting materials: C12CN(CC(CNC1)O2)CCOC2=CC=C(C#N)C=C2 (4-[2-(9-Oxa-3,7-diaza-bicyclo[3.3.1]non-3-yl)-ethoxy]-benzonitrile), C(C)(C)(C)OC(NCCCBr)=O ((3-Bromo-propyl)-carbamic acid tert-butyl ester), C(=O)([O-])[O-].[K+].[K+] (K2CO3). Run in C(C)#N (acetonitrile). Conditions: temperature 60 celsius, time 8 hour. Yields the product C(C)(C)(C)OC(NCCCN1CC2CN(CC(C1)O2)CCOC2=CC=C(C=C2)C#N)=O ((3-{7-[2-(4-Cyano-phenoxy)-ethyl]-9-oxa-3,7-diaza-bicyclo[3.3.1]non-3-yl}-propyl)-carbamic acid tert-butyl ester). Yield: 40.6%. Reaction SMILES: [CH:1]12[O:9][CH:5]([CH2:6][NH:7][CH2:8]1)[CH2:4][N:3]([CH2:10][CH2:11][O:12][C:13]1[CH:20]=[CH:19][C:16]([C:17]#[N:18])=[CH:15][CH:14]=1)[CH2:2]2.[C:21]([O:25][C:26](=[O:32])[NH:27][CH2:28][CH2:29][CH2:30]Br)([CH3:24])([CH3:23])[CH3:22].C([O-])([O-])=O.[K+].[K+]>C(#N)C>[C:21]([O:25][C:26](=[O:32])[NH:27][CH2:28][CH2:29][CH2:30][N:7]1[CH2:8][CH:1]2[O:9][CH:5]([CH2:4][N:3]([CH2:10][CH2:11][O:12][C:13]3[CH:20]=[CH:19][C:16]([C:17]#[N:18])=[CH:15][CH:14]=3)[CH2:2]2)[CH2:6]1)([CH3:24])([CH3:23])[CH3:22] |f:2.3.4|. Reported procedure: A suspension of 4-[2-(9-Oxa-3,7-diaza-bicyclo[3.3.1]non-3-yl)-ethoxy]-benzonitrile (6.5 g, 0.02 mol, see WO 01/28992), (3-Bromo-propyl)-carbamic acid tert-butyl ester (6.0 g, 0.025 mol) and dry K2CO3 (13.08 g, 0.0946 mol) in 40 ml of dry acetonitrile was stirred at 60° C. overnight under N2 atmosphere. The reaction mixture was filtered through celite and the filtrate was concentrated under reduced pressure. The residue was purified by column chromatography over silica gel using 20% ethyl acetate... Starting materials: ClC=1C=CC(=NC1)OC1CCNCC1 (4-(5-chloropyridin-2-yloxy)piperidine), chloride methyl ester, C(C1=CC=CC=C1)N([C@@H](C(=O)OC)C)S(=O)(=O)N1CCN(CC1)C1=CC=C(C=C1)Cl (methyl 2-(R)-{benzyl-[4-(4-chlorophenyl)piperazine-1-sulfonyl]amino}-propionate), Cl (HCl), ClC1=CC=C(C=C1)N1CCNCC1 (4-(4-chlorophenyl)piperazine), [OH-].[K+] (potassium hydroxide), Cl.NO (hydroxylamine hydrochloride), chloride methyl ester. Run in C(Cl)Cl (methylene chloride), CO (methanol), CO (methanol), CO (methanol). Conditions: time 5 minute. The product is ONC([C@@H](C)N(S(=O)(=O)N1CCN(CC1)C1=CC=C(C=C1)Cl)CC1=CC=CC=C1)=O (N-hydroxy-2-(R)-{benzyl-[4-(4-chlorophenyl)piperazine-1-sulfonyl]amino}-propionamide). RXN SMILES: [OH-:1].[K+].Cl.[NH2:4]O.[CH2:6]([N:13]([S:20]([N:23]1[CH2:28][CH2:27][N:26]([C:29]2[CH:34]=[CH:33][C:32]([Cl:35])=[CH:31][CH:30]=2)[CH2:25][CH2:24]1)(=[O:22])=[O:21])[C@H:14]([CH3:19])[C:15](OC)=[O:16])[C:7]1[CH:12]=[CH:11][CH:10]=[CH:9][CH:8]=1.ClC1C=CC(OC2CCNCC2)=NC=1.ClC1C=CC(N2CCNCC2)=CC=1.Cl>CO.C(Cl)Cl>[OH:1][NH:4][C:15](=[O:16])[C@H:14]([N:13]([CH2:6][C:7]1[CH:8]=[CH:9][CH:10]=[CH:11][CH:12]=1)[S:20]([N:23]1[CH2:24][CH2:25][N:26]([C:29]2[CH:34]=[CH:33][C:32]([Cl:35])=[CH:31][CH:30]=2)[CH2:27][CH2:28]1)(=[O:22])=[O:21])[CH3:19] |f:0.1,2.3|. Procedure: A solution of potassium hydroxide (1.6 g, 29.2 mmol) in methanol (9.8 ml) was added to a solution of hydroxylamine hydrochloride (1.02 g, 14.6 mmol) in methanol (9.8 ml) at 0° C. After 5 min., a solution of methyl 2-(R)-{benzyl-[4-(4-chlorophenyl)piperazine-1-sulfonyl]amino}-propionate (1.101 g, 2.44 mmol) in methanol (9.8 ml), [prepared as described in Example 2, Step, 2, but replacing D-valinesulfamoyl chloride methyl ester and 4-(5-chloropyridin-2-yloxy)piperidine with D-alaninesulfamoyl chlo...